This data is from the Open Reaction Database (ORD), a public repository of structured organic reaction records. The task is: describe an organic reaction: reactants, conditions, products, and yield Procedure: The title compound was prepared from 3-nitrobenzeneboronic acid and (6-bromo-thieno[3,2-d]pyrimidin-4-yl)-(1H-indol-5-yl)-amine by a procedure analogous to example 2. 1H NMR (400 MHz, DMSO) d 11.3 (s, 2H), 8.83 (s, 1H), 8.47 (s, 1H), 8.31 (m, 1H), 8.05 (m, 2H), 7.77 (m, 2H), 7.47 (m, 2H), 7.25 (m, 1H), 6.50 (s, 1H). M.P. 175-183° C.; LC-MS: 388 (MH+); HPLC RT: 4.80 minutes. The reactants are [N+](=O)([O-])C=1C=C(C=CC1)B(O)O (3-nitrobenzeneboronic acid), BrC1=CC=2N=CN=C(C2S1)NC=1C=C2C=CNC2=CC1 ((6-bromo-thieno[3,2-d]pyrimidin-4-yl)-(1H-indol-5-yl)-amine). Reaction SMILES: [N+:1]([C:4]1[CH:5]=[C:6](B(O)O)[CH:7]=[CH:8][CH:9]=1)([O-:3])=[O:2].Br[C:14]1[S:22][C:21]2[C:20]([NH:23][C:24]3[CH:25]=[C:26]4[C:30](=[CH:31][CH:32]=3)[NH:29][CH:28]=[CH:27]4)=[N:19][CH:18]=[N:17][C:16]=2[CH:15]=1>>[NH:29]1[C:30]2[C:26](=[CH:25][C:24]([NH:23][C:20]3[C:21]4[S:22][C:14]([C:6]5[CH:7]=[CH:8][CH:9]=[C:4]([N+:1]([O-:3])=[O:2])[CH:5]=5)=[CH:15][C:16]=4[N:17]=[CH:18][N:19]=3)=[CH:32][CH:31]=2)[CH:27]=[CH:28]1. Product: N1C=CC2=CC(=CC=C12)NC=1C2=C(N=CN1)C=C(S2)C2=CC(=CC=C2)[N+](=O)[O-] ((1H-Indol-5-yl)-[6-(3-nitro-phenyl)-thieno[3,2-d]pyrimidin-4-yl]-amine). Reactants: CC(Br)c1ccc(-c2nc3ccccc3o2)cc1, CS(C)=O, N#C[Na], O. Yields the product CC(C#N)c1ccc(-c2nc3ccccc3o2)cc1. As a reaction SMILES: [Br:8][CH:9]([CH3:10])[c:11]1[cH:12][cH:13][c:14](-[c:17]2[o:18][c:19]3[c:20]([n:21]2)[cH:22][cH:23][cH:24][cH:25]3)[cH:15][cH:16]1.[CH3:4][S:5](=[O:6])[CH3:7].[Na:1][C:2]#[N:3].[OH2:26]>>[C:2](#[N:3])[CH:9]([CH3:10])[c:11]1[cH:12][cH:13][c:14](-[c:17]2[o:18][c:19]3[c:20]([n:21]2)[cH:22][cH:23][cH:24][cH:25]3)[cH:15][cH:16]1. Starting materials: CS(=O)(=O)OCCCCOC1=CC2=C(C(OC(N2)=O)(C)C)C=C1 (7-(4-methanesulfonyloxy-butoxy)-4,4-dimethyl-4H-3,1-benzoxazin-2-one), C1(=CC=CC=C1)S (thiophenol). The product is C1(=CC=CC=C1)SCCCCOC1=CC2=C(C(OC(N2)=O)(C)C)C=C1 (7-(4-Phenylmercapto-butoxy)-4,4-dimethyl-4H-3,1-benzoxazin-2-one). RXN SMILES: CS(O[CH2:6][CH2:7][CH2:8][CH2:9][O:10][C:11]1[CH:23]=[CH:22][C:14]2[C:15]([CH3:21])([CH3:20])[O:16][C:17](=[O:19])[NH:18][C:13]=2[CH:12]=1)(=O)=O.[C:24]1([SH:30])[CH:29]=[CH:28][CH:27]=[CH:26][CH:25]=1>>[C:24]1([S:30][CH2:6][CH2:7][CH2:8][CH2:9][O:10][C:11]2[CH:23]=[CH:22][C:14]3[C:15]([CH3:20])([CH3:21])[O:16][C:17](=[O:19])[NH:18][C:13]=3[CH:12]=2)[CH:29]=[CH:28][CH:27]=[CH:26][CH:25]=1. Reported procedure: Prepared analogously to Example 210 from 7-(4-methanesulfonyloxy-butoxy)-4,4-dimethyl-4H-3,1-benzoxazin-2-one and thiophenol. The reactants are NC=1C2=CC=CC=C2N=C2CCCC(C12)=O (9-amino-3,4-dihydroacridin-1(2H)-one), CN(C)C(C)N(C)C (bisdimethylaminoethane), ice NaOH. Solvent: FC(C(=O)O)(F)F (trifluoroacetic acid). Conditions: temperature 100 celsius. The product is NC=1C2=CC=CC=C2N=C2CCC(C(C12)=O)=C (9-Amino-3,4-dihydro-2-methyleneacridin-1(2H)-one). As a reaction SMILES: [NH2:1][C:2]1[C:3]2[C:8]([N:9]=[C:10]3[C:15]=1[C:14](=[O:16])[CH2:13][CH2:12][CH2:11]3)=[CH:7][CH:6]=[CH:5][CH:4]=2.[CH3:17]N(C(N(C)C)C)C>FC(F)(F)C(O)=O>[NH2:1][C:2]1[C:3]2[C:8]([N:9]=[C:10]3[C:15]=1[C:14](=[O:16])[C:13](=[CH2:17])[CH2:12][CH2:11]3)=[CH:7][CH:6]=[CH:5][CH:4]=2. Reported procedure: In 25ml of trifluoroacetic acid cooled in ice was dissolved 5.00 g of 9-amino-3,4-dihydroacridin-1(2H)-one. To the solution was added dropwise 6.70ml (2.09 eq) of bisdimethylaminoethane over 5 minutes and thereafter the mixture was maintained at 90°100° C. for 5 hours during which the starting material was converted to a mixture of intermediate and exo-methylene products. The reaction mixture was poured into ice/NaOH to make it basic and the precipitate was extracted with several portions of 5:1... Reactants: N1C(=NC2=C1C=CC=C2)CCCN(CC[C@@]2([C@H](C1=CC=C(C=C1CC2)F)C(C)C)O)C ((1S,2S)-2-[2-{[3-(1H-benzimidazol-2-yl)propyl]methylamino}ethyl]-6-fluoro-1-isopropyl-1,2,3,4-tetrahydronaphthalen-2-ol), COCC(=O)O (methoxyacetic acid). The product is COCC(=O)O (methoxyacetic acid), COCC(=O)O[C@]1([C@H](C2=CC=C(C=C2CC1)F)C(C)C)CCN(C)CCCC1=NC2=C(N1)C=CC=C2 ((1S,2S)-2-[2-{[3-(1H-benzimidazol-2-yl)propyl]methylamino}ethyl]-6-fluoro-1-isopropyl-1,2,3,4-tetrahydronaphthalen-2-yl methoxyacetate). As a reaction SMILES: [NH:1]1[C:5]2[CH:6]=[CH:7][CH:8]=[CH:9][C:4]=2[N:3]=[C:2]1[CH2:10][CH2:11][CH2:12][N:13]([CH3:31])[CH2:14][CH2:15][C@@:16]1([OH:30])[CH2:25][CH2:24][C:23]2[C:18](=[CH:19][CH:20]=[C:21]([F:26])[CH:22]=2)[C@@H:17]1[CH:27]([CH3:29])[CH3:28].[CH3:32][O:33][CH2:34][C:35]([OH:37])=[O:36]>>[CH3:32][O:33][CH2:34][C:35]([OH:37])=[O:36].[CH3:32][O:33][CH2:34][C:35]([O:30][C@:16]1([CH2:15][CH2:14][N:13]([CH2:12][CH2:11][CH2:10][C:2]2[NH:3][C:4]3[CH:9]=[CH:8][CH:7]=[CH:6][C:5]=3[N:1]=2)[CH3:31])[CH2:25][CH2:24][C:23]2[C:18](=[CH:19][CH:20]=[C:21]([F:26])[CH:22]=2)[C@@H:17]1[CH:27]([CH3:28])[CH3:29])=[O:36]. Procedure: The method of claim 10 further including the step of contacting the thus-formed (1S,2S)-2-[2-{[3-(1H-benzimidazol-2-yl)propyl]methylamino}ethyl]-6-fluoro-1-isopropyl-1,2,3,4-tetrahydronaphthalen-2-ol with methoxyacetic acid or an activated derivative of methoxyacetic acid to form (1S,2S)-2-[2-{[3-(1H-benzimidazol-2-yl)propyl]methylamino}ethyl]-6-fluoro-1-isopropyl-1,2,3,4-tetrahydronaphthalen-2-yl methoxyacetate. Reactants: COC1=CC(=CC=C1)OC (1,3-dimethoxybenzene), C1CCOC1 (THF). Run in CC(C)(C)O (tBuOH). Conditions: time 3 hour. The product is COC1=CCC=C(C1)OC (1,5-Dimethoxy-cyclohexa-1,4-diene). The yield is 93.6%. RXN SMILES: [CH3:1][O:2][C:3]1[CH:8]=[CH:7][CH:6]=[C:5]([O:9][CH3:10])[CH:4]=1.C1COCC1>CC(O)(C)C>[CH3:1][O:2][C:3]1[CH2:4][C:5]([O:9][CH3:10])=[CH:6][CH2:7][CH:8]=1. Procedure: A solution containing 1,3-dimethoxybenzene (10 g), dry THF (15 mL) and tBuOH (15 mL) was added to distilled ammonia (ca 250 mL). To the reaction mixture was added lithium wire (1.5 g) in small portions, and the deep blue colored solution was stirred for 3 hours. The reaction mixture was decolorized by dropwise addition of methanol. Ammonia was evaporated at room temperature. To the residue, ammonium chloride solution was added, then the product was extracted with hexane (3×120 mL). The combined ...